Dataset: the Open Reaction Database (ORD), a public repository of structured organic reaction records. Task: describe an organic reaction: reactants, conditions, products, and yield The reactants are CCOC(CCCNC(=O)C1CCCCC1)OCC, O=C(Cl)C1CCc2ccccc2C1. Product: CCOC(CCCNC(=O)C1CCc2ccccc2C1)OCC. As a reaction SMILES: [CH2:14]([CH3:15])[O:16][CH:17]([CH2:18][CH2:19][CH2:20][NH:21][C:22]([CH:23]1[CH2:24][CH2:25][CH2:26][CH2:27][CH2:28]1)=[O:29])[O:30][CH2:31][CH3:32].[CH2:1]1[CH:2]([C:11](=[O:12])[Cl:13])[CH2:3][CH2:4][c:5]2[cH:6][cH:7][cH:8][cH:9][c:10]21>>[CH2:1]1[CH:2]([C:11](=[O:12])[NH:21][CH2:20][CH2:19][CH2:18][CH:17]([O:16][CH2:14][CH3:15])[O:30][CH2:31][CH3:32])[CH2:3][CH2:4][c:5]2[cH:6][cH:7][cH:8][cH:9][c:10]21. The reactants are COC(=O)COC=1C(=CC(=[N+](C1)[O-])C)[N+](=O)[O-] (5-Methoxycarbonylmethoxy-2-methyl-4-nitropyridine N-oxide), FC(C(=O)OC(C(F)(F)F)=O)(F)F (trifluoroacetic anhydride). Product: COC(=O)COC=1C(=CC(=NC1)COC(C(F)(F)F)=O)[N+](=O)[O-] (5-Methoxycarbonylmethoxy-4-nitro-2-trifluoroacetoxymethylpyridine). As a reaction SMILES: [CH3:1][O:2][C:3]([CH2:5][O:6][C:7]1[C:8]([N+:15]([O-:17])=[O:16])=[CH:9][C:10]([CH3:14])=[N+:11]([O-])[CH:12]=1)=[O:4].[F:18][C:19]([F:30])([F:29])[C:20]([O:22]C(=O)C(F)(F)F)=[O:21]>>[CH3:1][O:2][C:3]([CH2:5][O:6][C:7]1[C:8]([N+:15]([O-:17])=[O:16])=[CH:9][C:10]([CH2:14][O:22][C:20](=[O:21])[C:19]([F:30])([F:29])[F:18])=[N:11][CH:12]=1)=[O:4]. Procedure: The pyridine N-oxide (d) (3.8 g) in trifluoroacetic anhydride (120 ml) was refluxed under argon for 24 hours, the solvent evaporated and the residue partitioned between chloroform and aqueous NaHCO3 (50 ml each). The aqueous fraction was re-extracted with chloroform (3×50 ml) and the combined organic solution dried and evaporated to give the product (1.8 g). Reactants: BrC=1C=C(C=CC1)C(C#N)(C)C (2-(3-bromo-phenyl)-2-methyl-propionitrile), C(C)O (ethanol), S(O)(O)(=O)=O (sulfuric acid). The product is C(C)OC(C(C)(C)C1=CC(=CC=C1)Br)=O (2-(3-Bromo-phenyl)-2-methyl-propionic acid ethyl ester). Reported procedure: A solution of 2-(3-bromo-phenyl)-2-methyl-propionitrile (prepared as described by Barlaam et al. J. Med. Chem., 1999, 42, 23, 4890–4908 incorporated herein by reference; 1.4 g, 6.24 mmol) was dissolved in ethanol (40 mL), treated with concentrated sulfuric acid (1 mL) and the resulting reaction mixture was refluxed for 36 h. The reaction mixture was cooled to ambient temperature, diluted with water and extracted with ethyl acetate. The organic phase was washed with water and brine, dried over an... Isolated yield 46.0%. Run in O (water). Reaction SMILES: [Br:1][C:2]1[CH:3]=[C:4]([C:8]([CH3:12])([CH3:11])[C:9]#N)[CH:5]=[CH:6][CH:7]=1.S(=O)(=O)(O)[OH:14].[CH2:18]([OH:20])[CH3:19]>O>[CH2:18]([O:20][C:9](=[O:14])[C:8]([C:4]1[CH:5]=[CH:6][CH:7]=[C:2]([Br:1])[CH:3]=1)([CH3:12])[CH3:11])[CH3:19]. Starting materials: CCN=C=O, Cc1ccc(Oc2ccc3nc(NC(=O)C4CC4)cn3n2)cc1N, c1ccncc1. The product is CCNC(=O)Nc1cc(Oc2ccc3nc(NC(=O)C4CC4)cn3n2)ccc1C. Reaction SMILES: [CH2:25]([CH3:26])[N:27]=[C:28]=[O:29].[NH2:1][c:2]1[cH:3][c:4]([O:5][c:6]2[cH:7][cH:8][c:9]3[n:10]([n:11]2)[cH:12][c:13]([NH:15][C:16](=[O:17])[CH:18]2[CH2:19][CH2:20]2)[n:14]3)[cH:21][cH:22][c:23]1[CH3:24].[cH:30]1[cH:31][cH:32][n:33][cH:34][cH:35]1>>[NH:1]([c:2]1[cH:3][c:4]([O:5][c:6]2[cH:7][cH:8][c:9]3[n:10]([n:11]2)[cH:12][c:13]([NH:15][C:16](=[O:17])[CH:18]2[CH2:19][CH2:20]2)[n:14]3)[cH:21][cH:22][c:23]1[CH3:24])[C:28]([NH:27][CH2:25][CH3:26])=[O:29]. Reactants: [Al+3], Cc1ccc(CC2(O)CCN(CC3CCc4cc(OCc5ccccc5)ccc4C3=O)CC2)cc1, C1CCOC1, [H-], [H-], [H-], [H-], [Li+], [Na+], [OH-], O. Yields the product Cc1ccc(CC2(O)CCN(CC3CCc4cc(OCc5ccccc5)ccc4C3O)CC2)cc1. As a reaction SMILES: [Al+3:37].[CH2:1]([c:2]1[cH:3][cH:4][cH:5][cH:6][cH:7]1)[O:8][c:9]1[cH:10][c:11]2[c:16]([cH:17][cH:18]1)[C:15](=[O:19])[CH:14]([CH2:20][N:21]1[CH2:22][CH2:23][C:24]([CH2:27][c:28]3[cH:29][cH:30][c:31]([CH3:34])[cH:32][cH:33]3)([OH:35])[CH2:25][CH2:26]1)[CH2:13][CH2:12]2.[CH2:45]1[O:46][CH2:47][CH2:48][CH2:49]1.[H-:36].[H-:39].[H-:40].[H-:41].[Li+:38].[Na+:44].[OH-:43].[OH2:42]>>[CH2:1]([c:2]1[cH:3][cH:4][cH:5][cH:6][cH:7]1)[O:8][c:9]1[cH:10][c:11]2[c:16]([cH:17][cH:18]1)[CH:15]([OH:19])[CH:14]([CH2:20][N:21]1[CH2:22][CH2:23][C:24]([CH2:27][c:28]3[cH:29][cH:30][c:31]([CH3:34])[cH:32][cH:33]3)([OH:35])[CH2:25][CH2:26]1)[CH2:13][CH2:12]2.